Dataset: the Open Reaction Database (ORD), a public repository of structured organic reaction records. Task: describe an organic reaction: reactants, conditions, products, and yield Reactants: C(C)OC(=O)C=1C(=NC=CC1)Cl (2-chloro-3-pyridinecarboxylic acid ethyl ester), ClC1=CC(=CC=C1)C(=O)OO (m-chloroperbenzoic acid), ClC1=CC(=CC=C1)C(=O)OO (mCPBA), S(=O)(=O)([O-])[O-].[Na+].[Na+] (sodium sulfate). Run in ClCCl (dichloromethane), ClCCl (dichloromethane). Reaction conditions: time 36 hour. Yields the product C(C)OC(=O)C=1C(=[N+](C=CC1)[O-])Cl (2-Chloro-3-pyridinecarboxylic Acid 1-Oxide Ethyl Ester). Yield: 33.0%. As a reaction SMILES: ClC1C=CC=C(C(OO)=[O:9])C=1.S([O-])([O-])(=O)=O.[Na+].[Na+].[CH2:19]([O:21][C:22]([C:24]1[C:25]([Cl:30])=[N:26][CH:27]=[CH:28][CH:29]=1)=[O:23])[CH3:20]>ClCCl>[CH2:19]([O:21][C:22]([C:24]1[C:25]([Cl:30])=[N+:26]([O-:9])[CH:27]=[CH:28][CH:29]=1)=[O:23])[CH3:20] |f:1.2.3|. Procedure details: A solution of m-chloroperbenzoic acid (mCPBA), prepared by suspending 41.4 g (0.021 mol) of 50% mCPBA in 100 ml of dichloromethane, adding a drying agent (sodium sulfate), and removing the solids by filtration, was added dropwise to a solution of 22.2 g (0.12 mol) of 2-chloro-3-pyridinecarboxylic acid ethyl ester (Aldrich, 1001 West Saint Paul Avenue, Milwaukee, Wis. 53233 USA) in 100 ml of dichloromethane. After stirring the mixture for 36 hours, the precipitate was removed by filtration and th... Starting materials: CCOC(=O)c1nc2c(=O)[nH]c3cc(C(F)(F)F)ccc3n2c1Cc1ncc[nH]1, CO, NN, O. Product: NNC(=O)c1nc2c(=O)[nH]c3cc(C(F)(F)F)ccc3n2c1Cc1ncc[nH]1. RXN SMILES: [CH2:1]([O:3][C:4](=[O:2])[c:6]1[n:7][c:8]2[n:9]([c:10]3[cH:11][cH:12][c:13]([C:19]([F:20])([F:21])[F:22])[cH:14][c:15]3[nH:16][c:17]2=[O:18])[c:23]1[CH2:24][c:25]1[nH:26][cH:27][cH:28][n:29]1)[CH3:5].[CH3:33][OH:34].[NH2:31][NH2:32].[OH2:30]>>[O:3]=[C:4]([c:6]1[n:7][c:8]2[n:9]([c:10]3[cH:11][cH:12][c:13]([C:19]([F:20])([F:21])[F:22])[cH:14][c:15]3[nH:16][c:17]2=[O:18])[c:23]1[CH2:24][c:25]1[nH:26][cH:27][cH:28][n:29]1)[NH:31][NH2:32].